This data is from the Open Reaction Database (ORD), a public repository of structured organic reaction records. The task is: describe an organic reaction: reactants, conditions, products, and yield The reactants are II (iodine), C([O-])(O)=O.[Na+] (sodium bicarbonate), C1(=CC=CC=C1)C1=CC=2N(C=C1)C=CN2 (7-phenylimidazo[1,2-a]pyridine), II (iodine), II (iodine). Solvent: C(C)(=O)O (acetic acid). Run at temperature 70 celsius, time 24 hour. The product is IC1=CN=C2N1C=CC(=C2)C2=CC=CC=C2 (3-iodo-7-phenylimidazo[1,2-a]pyridine). As a reaction SMILES: [C:1]1([C:7]2[CH:12]=[CH:11][N:10]3[CH:13]=[CH:14][N:15]=[C:9]3[CH:8]=2)[CH:6]=[CH:5][CH:4]=[CH:3][CH:2]=1.[I:16]I.C(=O)(O)[O-].[Na+]>C(O)(=O)C>[I:16][C:13]1[N:10]2[CH:11]=[CH:12][C:7]([C:1]3[CH:2]=[CH:3][CH:4]=[CH:5][CH:6]=3)=[CH:8][C:9]2=[N:15][CH:14]=1 |f:2.3|. Reported procedure: A solution of 7-phenylimidazo[1,2-a]pyridine (1-4, 110 mg, 0.56 mmol, 1 equiv) and iodine (140 mg, 0.56 mmol, 1.0 equiv) in acetic acid (4 mL) was stirred at 23° C. for 18 h. More iodine (130 mg) was added and the mixture was stirred for 24 h at 70° C. A third portion of iodine (130 mg) was added and heating (70° C.) was continued for 2 h. The reaction mixture was basified with aqueous saturated sodium bicarbonate solution (100 mL), and the remaining iodine was quenched with addition of aqueous ... The reactants are C1=CC=CC2=C1C1=C(C=NS2)C=CC=C1 (dibenzothiazepine), ( 5 ), NC1=C(C=CC=C1)S (2-aminothiophenol), FC1=C(C#N)C=CC=C1 (2-fluorobenzonitrile). The product is NC1=C(C=CC=C1)SC1=C(C#N)C=CC=C1 (2-(2-aminophenylthio)benzonitrile). Reaction SMILES: C1C2[C:7]3[CH:15]=[CH:14][CH:13]=[CH:12][C:8]=3[CH:9]=[N:10]SC=2C=CC=1.[NH2:16][C:17]1[CH:22]=[CH:21][CH:20]=[CH:19][C:18]=1[SH:23].FC1C=CC=CC=1C#N>>[NH2:16][C:17]1[CH:22]=[CH:21][CH:20]=[CH:19][C:18]=1[S:23][C:7]1[CH:15]=[CH:14][CH:13]=[CH:12][C:8]=1[C:9]#[N:10]. Procedure: WO 92/19607 describes that a dibenzothiazepine derivative of the formula (5) can be prepared by the steps of reacting 2-aminothiophenol with 2-fluorobenzonitrile to give 2-(2-aminophenylthio)benzonitrile, hydrolyzing the resultant to give 2-(2-carboxyphenylthio)aniline, and finally cyclizing the aniline derivative. Starting materials: C(C)OC(=O)C1(CC2=CC=CC=C2C1)NC(C1=C(C(=CC=C1)C)I)=O (2-(2-iodo-3-methyl-benzoylamino)-indan-2-carboxylic acid ethyl ester), acid, aqueous solution, CsCO3. The reagents and catalysts are C1=CC=C(C=C1)P([C-]2C=CC=C2)C3=CC=CC=C3.C1=CC=C(C=C1)P([C-]2C=CC=C2)C3=CC=CC=C3.Cl[Pd]Cl.[Fe+2] (PdCl2(dppf)). The solvent is O1CCOCC1 (dioxane). Product: C(C)OC(=O)C1(CC2=CC=CC=C2C1)NC(C1=C(C(=CC=C1)C)C=C(C)C)=O (2-[3-Methyl-2-(2-methyl-propenyl)-benzoylamino]-indan-2-carboxylic acid ethyl ester). Yield: 311.4%. Reaction SMILES: [CH2:1]([O:3][C:4]([C:6]1([NH:15][C:16](=[O:25])[C:17]2[CH:22]=[CH:21][CH:20]=[C:19]([CH3:23])[C:18]=2I)[CH2:14][C:13]2[C:8](=[CH:9][CH:10]=[CH:11][CH:12]=2)[CH2:7]1)=[O:5])[CH3:2]>O1CCOCC1.C1C=CC(P(C2C=CC=CC=2)[C-]2C=CC=C2)=CC=1.C1C=CC(P(C2C=CC=CC=2)[C-]2C=CC=C2)=CC=1.Cl[Pd]Cl.[Fe+2]>[CH2:1]([O:3][C:4]([C:6]1([NH:15][C:16](=[O:25])[C:17]2[CH:22]=[CH:21][CH:20]=[C:19]([CH3:23])[C:18]=2[CH:4]=[C:6]([CH3:14])[CH3:7])[CH2:14][C:13]2[C:8](=[CH:9][CH:10]=[CH:11][CH:12]=2)[CH2:7]1)=[O:5])[CH3:2] |f:2.3.4.5|. Reported procedure: To a solution of 2-(2-iodo-3-methyl-benzoylamino)-indan-2-carboxylic acid ethyl ester (400 mg, 0.89 mmol) and 2,2-dimethyethylenelboronic acid (133 mg, 1.34 mmol) in dioxane (15 mL) is added PdCl2(dppf) ([1,1′-bis(diphenylphosphine)ferrocene]-dichloropalladium(II), 73 mg, 8.9% mmol) and 2M aqueous solution of CsCO3 (1.34 mL, 2.67 mmol). The resulting reaction mixture is covered with argon and run in a microwave reaction: 110° C., 2 h. After concentration in vacuo, the residue is purified by flas... Starting materials: COC(CCC=1C=C(C=CC1)C1=CC(=CC=C1)C=1C=C(C=C2C=CC=NC12)C(C)(C)S(=O)(=O)C)=O (3-{3′-[6-(1-Methanesulfonyl-1-methyl-ethyl)-quinolin-8-yl]-biphenyl-3-yl}-propionic acid methyl ester), [Li+].[OH-] (LiOH), CC(=O)O (AcOH). Run in NH4OAc, TBF MeOH. Conditions: time 12 hour. Product: CS(=O)(=O)C(C)(C)C=1C=C2C=CC=NC2=C(C1)C=1C=C(C=CC1)C1=CC(=CC=C1)CCC(=O)O (3-{3′-[6-(1-Methanesulfonyl-1-methyl-ethyl)-quinolin-8-yl]-biphenyl-3-yl}-propionic acid). Reaction SMILES: C[O:2][C:3](=[O:35])[CH2:4][CH2:5][C:6]1[CH:7]=[C:8]([C:12]2[CH:17]=[CH:16][CH:15]=[C:14]([C:18]3[CH:19]=[C:20]([C:28]([S:31]([CH3:34])(=[O:33])=[O:32])([CH3:30])[CH3:29])[CH:21]=[C:22]4[C:27]=3[N:26]=[CH:25][CH:24]=[CH:23]4)[CH:13]=2)[CH:9]=[CH:10][CH:11]=1.[Li+].[OH-].CC(O)=O>>[CH3:34][S:31]([C:28]([C:20]1[CH:21]=[C:22]2[C:27](=[C:18]([C:14]3[CH:13]=[C:12]([C:8]4[CH:9]=[CH:10][CH:11]=[C:6]([CH2:5][CH2:4][C:3]([OH:35])=[O:2])[CH:7]=4)[CH:17]=[CH:16][CH:15]=3)[CH:19]=1)[N:26]=[CH:25][CH:24]=[CH:23]2)([CH3:30])[CH3:29])(=[O:33])=[O:32] |f:1.2|. Procedure details: To a solution of 3-{3′-[6-(1-methanesulfonyl-1-methyl-ethyl)-quinolin-8-yl]-biphenyl-3-yl}-propionic acid methyl ester (1.0 eq.) from step 1, in TBF:MeOH (2:1; 0.2M) was added aqueous LiOH (2M; 4.0 eq.). The mixture was stirred for 12 h at rt, quenched with AcOH (20 eq.), poured in saturated aqueous NH4OAc and extracted with EtOAc (2×). The combined organic extracts were washed with brine, dried over Na2SO4, filtered and concentrated. Crystallization in Hex:CH2Cl2 afforded the title compound as ...